From a dataset of the Open Reaction Database (ORD), a public repository of structured organic reaction records. describe an organic reaction: reactants, conditions, products, and yield The reactants are CC1=CC(=NO1)NC1=NC=CC=C1CO ((2-(5-methyl-3-isoxazolyl)amino-3-pyridinyl)methanol). The reagents and catalysts are [O-2].[O-2].[Mn+4] (manganese dioxide). Solvent: C(Cl)(Cl)Cl (chloroform). Conditions: temperature 60 celsius, time 48 hour. The product is CC1=CC(=NO1)NC2=C(C=CC=N2)C=O ((2-(5-methyl-3-isoxazolyl)amino)nicotinaldehyde), product. Yield: 101.5%. As a reaction SMILES: [CH3:1][C:2]1[O:6][N:5]=[C:4]([NH:7][C:8]2[C:13]([CH2:14][OH:15])=[CH:12][CH:11]=[CH:10][N:9]=2)[CH:3]=1>C(Cl)(Cl)Cl.[O-2].[O-2].[Mn+4]>[CH3:1][C:2]1[O:6][N:5]=[C:4]([NH:7][C:8]2[N:9]=[CH:10][CH:11]=[CH:12][C:13]=2[CH:14]=[O:15])[CH:3]=1 |f:2.3.4|. Reported procedure: 3.3 g (16 mmol) of (2-(5-methyl-3-isoxazolyl)amino-3-pyridinyl)methanol was dissolved in chloroform (60 mL), and 4.3 g (49 mmol) of manganese dioxide was added thereto. The resulting mixture was stirred for 48 hours at 60° C. The reaction mixture was filtered, and the filtrate was concentrated. Thus, 3.3 g of the title compound was obtained as an orange-colored viscous product (yield: quantitative). The reactants are [Al+3], C1CCOC1, [H-], [H-], [H-], [H-], [Li+], N#Cc1ccc(N2CCOCC2)cc1. Yields the product NCc1ccc(N2CCOCC2)cc1. Reaction SMILES: [Al+3:16].[CH2:21]1[O:22][CH2:23][CH2:24][CH2:25]1.[H-:15].[H-:18].[H-:19].[H-:20].[Li+:17].[O:1]1[CH2:2][CH2:3][N:4]([c:7]2[cH:8][cH:9][c:10]([C:11]#[N:12])[cH:13][cH:14]2)[CH2:5][CH2:6]1>>[O:1]1[CH2:2][CH2:3][N:4]([c:7]2[cH:8][cH:9][c:10]([CH2:11][NH2:12])[cH:13][cH:14]2)[CH2:5][CH2:6]1. The reactants are CN(C)C=O, N#CCCl, Cl, Cl, [Na+], [Na+], O=C([O-])[O-], O, c1ccc(Cn2c(NC3CCNC3)nc3ccccc32)nc1. The product is N#CCN1CCC(Nc2nc3ccccc3n2Cc2ccccn2)C1. Reaction SMILES: [CH3:31][N:32]([CH3:33])[CH:34]=[O:35].[Cl:36][CH2:37][C:38]#[N:39].[ClH:1].[ClH:2].[Na+:25].[Na+:26].[O-:27][C:28](=[O:29])[O-:30].[OH2:40].[n:3]1[c:4]([CH2:9][n:10]2[c:11]([NH:19][CH:20]3[CH2:21][NH:22][CH2:23][CH2:24]3)[n:12][c:13]3[c:14]2[cH:15][cH:16][cH:17][cH:18]3)[cH:5][cH:6][cH:7][cH:8]1>>[n:3]1[c:4]([CH2:9][n:10]2[c:11]([NH:19][CH:20]3[CH2:21][N:22]([CH2:37][C:38]#[N:39])[CH2:23][CH2:24]3)[n:12][c:13]3[c:14]2[cH:15][cH:16][cH:17][cH:18]3)[cH:5][cH:6][cH:7][cH:8]1. Reactants: CN1CC[C@]23C4=C5C=CC(=C4O[C@H]2[C@H](CC[C@H]3[C@H]1C5)O)OC.C(C(C(=O)O)O)(C(=O)O)O (dihydrocodeine phosphate). The solvent is O (water). Product: CN1CC[C@]23C4=C5C=CC(=C4O[C@H]2[C@H](CC[C@H]3[C@H]1C5)O)OC (dihydrocodeine). Reaction SMILES: [CH3:1][N:2]1[C@@H:18]2[CH2:19][C:7]3[CH:8]=[CH:9][C:10]([O:21][CH3:22])=[C:11]4[O:12][C@H:13]5[C@@H:14]([OH:20])[CH2:15][CH2:16][C@@H:17]2[C@:5]5([C:6]=34)[CH2:4][CH2:3]1.C(O)(C(O)=O)C(O)C(O)=O>O>[CH3:1][N:2]1[C@@H:18]2[CH2:19][C:7]3[CH:8]=[CH:9][C:10]([O:21][CH3:22])=[C:11]4[O:12][C@H:13]5[C@@H:14]([OH:20])[CH2:15][CH2:16][C@@H:17]2[C@:5]5([C:6]=34)[CH2:4][CH2:3]1 |f:0.1|. Procedure: 60.0 g of dihydrocodeine phosphate was dissolved in 600 ml of deionized water, and 378.8 g of Amberlite IRP 69 was added while stirring. The mixture was stirred for 1 hour to yield a dihydrocodeine-resin complex. Then, the complex was treated with PEG and coated with the diffusion barrier material similarly as in Example 1 to obtain a coated dihydrocodeine-resin complex. The reactants are OCC=1N=C(N(C1C(=O)OCC)CC1=CC=C(C=C1)C1=C(C=CC=C1)C1=NN=NN1)CCC (ethyl 4-hydroxymethyl-2-propyl-1-{4-[2-(tetrazol-5-yl)phenyl]phenyl}methylimidazole-5-carboxylate), O.[OH-].[Li+] (lithium hydroxide monohydrate), Cl (hydrochloric acid). Run in O (water). Conditions: time 3 hour. The product is OCC=1N=C(N(C1C(=O)O)CC1=CC=C(C=C1)C1=C(C=CC=C1)C1=NN=NN1)CCC (4-Hydroxymethyl-2-propyl-1-{4-[2-(tetrazol-5-yl)phenyl]phenyl}methylimidazole-5-carboxylic acid). Yield: 80.0%. Reaction SMILES: [OH:1][CH2:2][C:3]1[N:4]=[C:5]([CH2:31][CH2:32][CH3:33])[N:6]([CH2:13][C:14]2[CH:19]=[CH:18][C:17]([C:20]3[CH:25]=[CH:24][CH:23]=[CH:22][C:21]=3[C:26]3[NH:30][N:29]=[N:28][N:27]=3)=[CH:16][CH:15]=2)[C:7]=1[C:8]([O:10]CC)=[O:9].O.[OH-].[Li+].Cl>O>[OH:1][CH2:2][C:3]1[N:4]=[C:5]([CH2:31][CH2:32][CH3:33])[N:6]([CH2:13][C:14]2[CH:15]=[CH:16][C:17]([C:20]3[CH:25]=[CH:24][CH:23]=[CH:22][C:21]=3[C:26]3[NH:30][N:29]=[N:28][N:27]=3)=[CH:18][CH:19]=2)[C:7]=1[C:8]([OH:10])=[O:9] |f:1.2.3|. Procedure details: A mixture of 0.20 g of ethyl 4-hydroxymethyl-2-propyl-1-{4-[2-(tetrazol-5-yl)phenyl]phenyl}methylimidazole-5-carboxylate [prepared as described in Example 35(c)] and 0.10 g of lithium hydroxide monohydrate in 3 ml of water was stirred at room temperature for 3 hours, after which it was allowed to stand for 16 hours at the same temperature. The reaction mixture was then mixed with 2.38 ml of 1N aqueous hydrochloric acid and the resulting precipitate was collected by filtration, to give 150 mg of ...